This data is from the Open Reaction Database (ORD), a public repository of structured organic reaction records. The task is: describe an organic reaction: reactants, conditions, products, and yield Starting materials: ClC1=C(C(=CC=C1)Cl)N1N=C2C(C(=NC=C2)NC2=NC=NC(=C2)NC)=C1 (N-[2-(2,6-dichlorophenyl)-2H-pyrazolo[4,3-c]pyridine-4-yl]-N′-methylpyrimidine-4,6-diamine), ClC1=NC(=CC(=N1)NC1=NC=CC=2C1=CN(N2)C2=C(C=CC=C2Cl)Cl)C ((2-chloro-6-methylpyrimidin-4-yl)-[2-(2,6-dichlorophenyl)-2H-pyrazolo[4,3-c]pyridin-4-yl]amine), CN (methylamine). Yields the product ClC1=C(C(=CC=C1)Cl)N1N=C2C(C(=NC=C2)NC2=NC(=NC(=C2)C)NC)=C1 (N4-[2-(2,6-Dichlorophenyl)-2H-pyrazolo[4,3-c]pyridin-4-yl]-6,N2-dimethylpyrimidine-2,4-diamine). Isolated yield 33.0%. RXN SMILES: ClC1C=CC=C(Cl)[C:3]=1[N:9]1C=C2C(NC3C=C(NC)N=CN=3)=NC=CC2=N1.Cl[C:28]1[N:33]=[C:32]([NH:34][C:35]2[C:40]3=[CH:41][N:42]([C:44]4[C:49]([Cl:50])=[CH:48][CH:47]=[CH:46][C:45]=4[Cl:51])[N:43]=[C:39]3[CH:38]=[CH:37][N:36]=2)[CH:31]=[C:30]([CH3:52])[N:29]=1.CN>>[Cl:51][C:45]1[CH:46]=[CH:47][CH:48]=[C:49]([Cl:50])[C:44]=1[N:42]1[CH:41]=[C:40]2[C:35]([NH:34][C:32]3[CH:31]=[C:30]([CH3:52])[N:29]=[C:28]([NH:9][CH3:3])[N:33]=3)=[N:36][CH:37]=[CH:38][C:39]2=[N:43]1. Procedure details: Following the procedure described for N-[2-(2,6-dichlorophenyl)-2H-pyrazolo[4,3-c]pyridine-4-yl]-N′-methylpyrimidine-4,6-diamine, (2-chloro-6-methylpyrimidin-4-yl)-[2-(2,6-dichlorophenyl)-2H-pyrazolo[4,3-c]pyridin-4-yl]amine and methylamine were reacted to afford the title compound as a yellow solid (24 mg, 33% yield). 1H NMR (400 MHz, DMSO-d6): δ 9.88 (s, 1H), 9.16 (s, 1H), 7.94 (d, J=6.4 Hz, 1H), 7.81-7.80 (m, 2H), 7.70 (dd, J=9.0, 7.3 Hz, 1H), 7.65 (s, 1H), 7.15 (dd, J=6.4, 1.0 Hz, 1H), 2.82 ... Starting materials: [Na+], O=C([O-])O, C1CCOC1, O=c1c2cc(N3CCNCC3)ccc2ccn1CCO, O=C(Cl)OCC1c2ccccc2-c2ccccc21. The product is O=C(OCC1c2ccccc2-c2ccccc21)N1CCN(c2ccc3ccn(CCO)c(=O)c3c2)CC1. Reaction SMILES: [Na+:5].[O-:1][C:2]([OH:3])=[O:4].[O:44]1[CH2:45][CH2:46][CH2:47][CH2:48]1.[OH:6][CH2:7][CH2:8][n:9]1[c:10](=[O:25])[c:11]2[cH:12][c:13]([N:19]3[CH2:20][CH2:21][NH:22][CH2:23][CH2:24]3)[cH:14][cH:15][c:16]2[cH:17][cH:18]1.[cH:26]1[cH:27][cH:28][cH:29][c:30]2[c:38]1[CH:37]([CH2:39][O:40][C:41](=[O:42])[Cl:43])[c:36]1[c:31]-2[cH:32][cH:33][cH:34][cH:35]1>>[OH:6][CH2:7][CH2:8][n:9]1[c:10](=[O:25])[c:11]2[cH:12][c:13]([N:19]3[CH2:20][CH2:21][N:22]([C:41]([O:40][CH2:39][CH:37]4[c:36]5[c:31]([cH:32][cH:33][cH:34][cH:35]5)-[c:30]5[cH:29][cH:28][cH:27][cH:26][c:38]54)=[O:42])[CH2:23][CH2:24]3)[cH:14][cH:15][c:16]2[cH:17][cH:18]1.